This data is from the Open Reaction Database (ORD), a public repository of structured organic reaction records. The task is: describe an organic reaction: reactants, conditions, products, and yield Starting materials: Cl.NCC1=C(C=C(C=C1)C1=NOC(=N1)C)NCC(=O)OCC1=CC=CC=C1 (Benzyl 2-(2-(aminomethyl)-5-(5-methyl-1,2,4-oxadiazol-3-yl)phenylamino)acetate hydrochloride), CC=1C=C(C(=O)O)C=CC1 (3-methylbenzoic acid). The product is C(N)(=N)C=1C=CC(=C(C1)NCC(=O)O)CNC(C1=CC(=CC=C1)C)=O (2-(5-Carbamimidoyl-2-((3-methylbenzamido)methyl)phenylamino)acetic acid). RXN SMILES: Cl.[NH2:2][CH2:3][C:4]1[CH:9]=[CH:8][C:7]([C:10]2[N:14]=C(C)O[N:11]=2)=[CH:6][C:5]=1[NH:16][CH2:17][C:18]([O:20]CC1C=CC=CC=1)=[O:19].[CH3:28][C:29]1[CH:30]=[C:31]([CH:35]=[CH:36][CH:37]=1)[C:32](O)=[O:33]>>[C:10]([C:7]1[CH:8]=[CH:9][C:4]([CH2:3][NH:2][C:32](=[O:33])[C:31]2[CH:35]=[CH:36][CH:37]=[C:29]([CH3:28])[CH:30]=2)=[C:5]([NH:16][CH2:17][C:18]([OH:20])=[O:19])[CH:6]=1)(=[NH:11])[NH2:14] |f:0.1|. Reported procedure: Compound 58d was reacted with 3-methylbenzoic acid and subsequently hydrogenated according to the procedure described in Example 58, to give Example 60. ESI-MS m/e 341.5 (M+1). The reactants are CSc1cccc(O)c1, CC(NC(=O)c1cc(Cl)cnc1Cl)c1ccc(C(=O)OC(C)(C)C)cc1. Product: CSc1cccc(Oc2ncc(Cl)cc2C(=O)NC(C)c2ccc(C(=O)OC(C)(C)C)cc2)c1. RXN SMILES: [CH3:27][S:28][c:29]1[cH:30][c:31]([OH:35])[cH:32][cH:33][cH:34]1.[Cl:1][c:2]1[n:3][cH:4][c:5]([Cl:26])[cH:6][c:7]1[C:8](=[O:9])[NH:10][CH:11]([CH3:12])[c:13]1[cH:14][cH:15][c:16]([C:17](=[O:18])[O:19][C:20]([CH3:21])([CH3:22])[CH3:23])[cH:24][cH:25]1>>[c:2]1([O:35][c:31]2[cH:30][c:29]([S:28][CH3:27])[cH:34][cH:33][cH:32]2)[n:3][cH:4][c:5]([Cl:26])[cH:6][c:7]1[C:8](=[O:9])[NH:10][CH:11]([CH3:12])[c:13]1[cH:14][cH:15][c:16]([C:17](=[O:18])[O:19][C:20]([CH3:21])([CH3:22])[CH3:23])[cH:24][cH:25]1. The reactants are C=1C=C2C(=C(C1)O)C(=O)C3=C(C=CC=C3O)C2 (anthralin), C(C)(=O)Cl (acetyl chloride), N1=CC=CC=C1 (pyridine), 10-acetyl, N1=CC=CC=C1 (pyridine), C(C)(=O)Cl (acetyl chloride), C=1C=C2C(=C(C1)O)C(=O)C3=C(C=CC=C3O)C2 (anthralin). Solvent: C1(=CC=CC=C1)C (toluene). The product is OC1=CC=CC=2C(C3=CC=CC(=C3C(C12)=O)O)C(C)=O (1,8-dihydroxy-10-acetyl anthrone). Isolated yield 31.3%. RXN SMILES: [CH:1]1[CH:2]=[C:3]2[CH2:17][C:11]3[CH:12]=[CH:13][CH:14]=[C:15]([OH:16])[C:10]=3[C:8](=[O:9])[C:4]2=[C:5]([OH:7])[CH:6]=1.N1C=CC=CC=1.[C:24](Cl)(=[O:26])[CH3:25]>C1(C)C=CC=CC=1>[OH:16][C:15]1[C:10]2[C:8](=[O:9])[C:4]3[C:3](=[CH:2][CH:1]=[CH:6][C:5]=3[OH:7])[CH:17]([C:24](=[O:26])[CH3:25])[C:11]=2[CH:12]=[CH:13][CH:14]=1. Procedure details: To a solution of 56.5 g of purified anthralin (0.25 mole) in 1750 cm3 of anhydrous toluene, there are added, with stirring at ambient temperature, 27.3 cm3 of anhydrous pyridine (0.34 mole). There are then slowly added, using a dropping funnel, 21.4 cm3 of acetyl chloride (0.3 mole). There is produced during the course of this addition a slight exothermicity. After the end of the addition, the temperature of the reaction mixture is raised to 90° C. for about 1 hour. After cooling the reaction mi... The reactants are NC1=C(N=C(C2=CC(=C(C=C12)OC)OC)C)OC(N(CC)CC)=O (4-amino-3-(diethylcarbamyloxy)-6,7-dimethoxy-1-methylisoquinoline), [O-]C#N.[Na+] (sodium cyanate). Run in C(C)(=O)O (acetic acid). Reaction conditions: time 72 hour. Yields the product C(C)N(C(=O)OC=1N=C(C2=CC(=C(C=C2C1NC(=O)N)OC)OC)C)CC (3-Diethylcarbamyloxy-6,7-dimethoxy-1-methyl-4-ureidoisoquinoline). Yield: 44.3%. As a reaction SMILES: [NH2:1][C:2]1[C:11]2[C:6](=[CH:7][C:8]([O:14][CH3:15])=[C:9]([O:12][CH3:13])[CH:10]=2)[C:5]([CH3:16])=[N:4][C:3]=1[O:17][C:18](=[O:24])[N:19]([CH2:22][CH3:23])[CH2:20][CH3:21].[O-:25][C:26]#[N:27].[Na+]>C(O)(=O)C>[CH2:20]([N:19]([CH2:22][CH3:23])[C:18]([O:17][C:3]1[N:4]=[C:5]([CH3:16])[C:6]2[C:11]([C:2]=1[NH:1][C:26]([NH2:27])=[O:25])=[CH:10][C:9]([O:12][CH3:13])=[C:8]([O:14][CH3:15])[CH:7]=2)=[O:24])[CH3:21] |f:1.2|. Procedure: To a solution of 4-amino-3-(diethylcarbamyloxy)-6,7-dimethoxy-1-methylisoquinoline (1.0 g, 3 mmol) in acetic acid (10 mL) was added sodium cyanate (0.23 g, 3.6 mmol) and the mixture was stirred under nitrogen at room temperature for 72 hours. Then the mixture was evaporated to dryness in vacuo and the residue triturated with water to give a gelatinous precipitate which was collected (0.69 g). The filtrate gave additional solids (0.50 g). The combined solids were dissolved in chloroform and purif...